This data is from the Open Reaction Database (ORD), a public repository of structured organic reaction records. The task is: describe an organic reaction: reactants, conditions, products, and yield Reactants: ClC=1C(=NC(=CC1)Cl)CCOCC (3,6-Dichloro-2-(2-ethoxyethyl)-pyridine), CS(=O)C (DMSO). Run in [Cl-].[Na+].O (brine). Reaction conditions: time 8 hour. The product is ClC=1C(=NC(=CC1)SC)CCOCC (3-chloro-2-(ethoxyethyl)-6-(methylthio)pyridine). The yield is 76.0%. RXN SMILES: [Cl:1][C:2]1[C:3]([CH2:9][CH2:10][O:11][CH2:12][CH3:13])=[N:4][C:5](Cl)=[CH:6][CH:7]=1.[CH3:14][S:15](C)=O>[Cl-].[Na+].O>[Cl:1][C:2]1[C:3]([CH2:9][CH2:10][O:11][CH2:12][CH3:13])=[N:4][C:5]([S:15][CH3:14])=[CH:6][CH:7]=1 |f:2.3.4|. Reported procedure: 3,6-Dichloro-2-(2-ethoxyethyl)-pyridine (1.18 g, 5.00 mmol) was dissolved in 25 mL DMSO, treated with NaSCH3 (0.53 g, 7.5 mmol), and stirred at room temperature overnight. The mixture was diluted with brine, then extracted with EtOAc. The combined EtOAc extracts were combined, dried over Na2SO4, and concentrated in vacuo to yield 3-chloro-2-(ethoxyethyl)-6-(methylthio)pyridine (0.91 g, 76%) as a yellow oil, used without further purification. Starting materials: CCO, Cc1ccc(C=O)cc1, CC(=O)O, NNC(=O)c1ccc(O)cc1. Product: Cc1ccc(C=NNC(=O)c2ccc(O)cc2)cc1. Reaction SMILES: [CH3:12][CH2:13][OH:14].[CH3:15][c:16]1[cH:17][cH:18][c:19]([CH:20]=[O:21])[cH:22][cH:23]1.[CH3:24][C:25](=[O:26])[OH:27].[OH:1][c:2]1[cH:3][cH:4][c:5]([C:6](=[O:7])[NH:8][NH2:9])[cH:10][cH:11]1>>[OH:1][c:2]1[cH:3][cH:4][c:5]([C:6](=[O:7])[NH:8][N:9]=[CH:20][c:19]2[cH:18][cH:17][c:16]([CH3:15])[cH:23][cH:22]2)[cH:10][cH:11]1. Starting materials: O[C@H](C)[C@@H]1[C@@H]2N([C@H](C([C@@H]2C)=O)C(=O)OCC2=CC=C(C=C2)[N+](=O)[O-])C1=O (4-nitrobenzyl (1R,3R,5R,6S)-6-((1R)-1-hydroxyethyl)-1-methyl-2-oxo-1-carbapenam-3-carboxylate), N1=CC=C(C=C1)C(=O)C=1N=CN2C1SC(=C2)[Sn](CCCC)(CCCC)CCCC (7-(pyridin-4-yl)carbonyl-2-(tri-n-butylstannyl)imidazo[5,1-b]thiazole). Product: O[C@H](C)[C@@H]1[C@@H]2N(C(=C([C@@H]2C)C2=CN3C(S2)=C(N=C3)C(=O)C3=CC=NC=C3)C(=O)OCC3=CC=C(C=C3)[N+](=O)[O-])C1=O (4-Nitrobenzyl (1S,5R,6S)-6-((1R)-1-hydroxyethyl)-1-methyl-2-[7-(pyridin-4-yl)carbonylimidazo[5,1-b]thiazol-2-yl]-1-carbapen-2-em-3-carboxylate). Yield: 58.4%. As a reaction SMILES: [OH:1][C@@H:2]([C@H:4]1[C:25](=[O:26])[N:6]2[C@@H:7]([C:12]([O:14][CH2:15][C:16]3[CH:21]=[CH:20][C:19]([N+:22]([O-:24])=[O:23])=[CH:18][CH:17]=3)=[O:13])[C:8](=O)[C@H:9]([CH3:10])[C@H:5]12)[CH3:3].[N:27]1[CH:32]=[CH:31][C:30]([C:33]([C:35]2[N:36]=[CH:37][N:38]3[CH:42]=[C:41]([Sn](CCCC)(CCCC)CCCC)[S:40][C:39]=23)=[O:34])=[CH:29][CH:28]=1>>[OH:1][C@@H:2]([C@H:4]1[C:25](=[O:26])[N:6]2[C:7]([C:12]([O:14][CH2:15][C:16]3[CH:21]=[CH:20][C:19]([N+:22]([O-:24])=[O:23])=[CH:18][CH:17]=3)=[O:13])=[C:8]([C:41]3[S:40][C:39]4=[C:35]([C:33]([C:30]5[CH:31]=[CH:32][N:27]=[CH:28][CH:29]=5)=[O:34])[N:36]=[CH:37][N:38]4[CH:42]=3)[C@H:9]([CH3:10])[C@H:5]12)[CH3:3]. Procedure details: 4-Nitrobenzyl (1S,5R,6S)-6-((1R)-1-hydroxyethyl)-1-methyl-2-[7-(pyridin-4-yl)carbonylimidazo[5,1-b]thiazol-2-yl]-1-carbapen-2-em-3-carboxylate (1.23 g) was prepared in the same manner as in step a) of Example 1, except that 1.33 g of 4-nitrobenzyl (1R,3R,5R,6S)-6-((1R)-1-hydroxyethyl)-1-methyl-2-oxo-1-carbapenam-3-carboxylate and 2.00 g of 7-(pyridin-4-yl)carbonyl-2-(tri-n-butylstannyl)imidazo[5,1-b]thiazole were used as the starting compounds. The reactants are C(C(C)C)N1C(=CC2=C1CNN=C2)C (1-isobutyl-2-methyl-6,7-dihydropyrrolo[2,3-d]pyridazine), P(=O)(Cl)(Cl)Cl (phosphorus oxychloride). The product is ClC=1N=NC=C2C1N(C(=C2)C)CC(C)C (7-Chloro-1-isobutyl-2-methylpyrrolo[2,3-d]pyridazine). Isolated yield 75.0%. As a reaction SMILES: [CH2:1]([N:5]1[C:9]2[CH2:10][NH:11][N:12]=[CH:13][C:8]=2[CH:7]=[C:6]1[CH3:14])[CH:2]([CH3:4])[CH3:3].P(Cl)(Cl)([Cl:17])=O>>[Cl:17][C:10]1[N:11]=[N:12][CH:13]=[C:8]2[CH:7]=[C:6]([CH3:14])[N:5]([CH2:1][CH:2]([CH3:4])[CH3:3])[C:9]=12. Procedure details: 3.8 g (12 mmol) of 1-isobutyl-2-methyl-6,7-dihydropyrrolo[2,3-d]pyridazine are reacted at 100° C. for 2 h in 30 ml of phosphorus oxychloride. Purification: chromatography on silica gel (eluent: toluene/dioxane=2:1). Yield: 75%. M.p.: 96°-99° C. Starting materials: NC(=S)N1CCC(CC1)NC(OC(C)(C)C)=O (tert-butyl [1-(aminocarbonothioyl)piperidin-4-yl]carbamate), NC(=S)N1CCC(CC1)NC(OC(C)(C)C)=O (tert-butyl [1-(aminocarbonothioyl)piperidin-4-yl]carbamate), ClC(C(=O)OCC)C(COCCOC)=O (Ethyl 2-chloro-4-(2-methoxyethoxy)-3-oxobutanoate), ClC(C(=O)OCC)C(COCCOC)=O (Ethyl 2-chloro-4-(2-methoxyethoxy)-3-oxobutanoate). Run in CCO (EtOH). Conditions: temperature 90 celsius. Yields the product Cl.NC1CCN(CC1)C=1SC(=C(N1)COCCOC)C(=O)OCC (Ethyl 2-(4-aminopiperidin-1-yl)-4-[(2-methoxyethoxy)methyl]-1,3-thiazole-5-carboxylate hydrochloride). Reaction SMILES: [NH2:1][C:2]([N:4]1[CH2:9][CH2:8][CH:7]([NH:10]C(=O)OC(C)(C)C)[CH2:6][CH2:5]1)=[S:3].[Cl:18][CH:19]([C:25](=O)[CH2:26][O:27][CH2:28][CH2:29][O:30][CH3:31])[C:20]([O:22][CH2:23][CH3:24])=[O:21]>CCO>[ClH:18].[NH2:10][CH:7]1[CH2:6][CH2:5][N:4]([C:2]2[S:3][C:19]([C:20]([O:22][CH2:23][CH3:24])=[O:21])=[C:25]([CH2:26][O:27][CH2:28][CH2:29][O:30][CH3:31])[N:1]=2)[CH2:9][CH2:8]1 |f:3.4|. Procedure details: tert-Butyl [1-(aminocarbonothioyl)piperidin-4-yl]carbamate (Intermediate 125, 400 mg) was dissolved in anhydrous EtOH (5 ml). Ethyl 2-chloro-4-(2-methoxyethoxy)-3-oxobutanoate (Intermediate 124, 368 mg) was added and the mixture was heated at 90° C. for 18 h. Partial removal of Boc group was detected. Solvent was removed in vacuo and the dried material was treated with 4 N HCl/dioxane for 2 h. Solvent was removed in vacuo to give a brown/yellow solid which was dried to afford the title compound ... Starting materials: C(C)(C)(C)O (tert-butanol), N1C=NC=C1 (imidazole), C(C(=O)Cl)(=O)Cl (oxalyl chloride). Run in C1CCOC1 (THF), C1CCOC1 (THF). Run at temperature 0 celsius, time 1 hour. The product is N1(C=NC=C1)C(C(=O)OC(C)(C)C)=O (tert-Butyl 2-(1H-imidazolyl)-2-oxo-acetate). RXN SMILES: [C:1]([OH:5])([CH3:4])([CH3:3])[CH3:2].[C:6](Cl)(=[O:10])[C:7](Cl)=[O:8].[NH:12]1[CH:16]=[CH:15][N:14]=[CH:13]1>C1COCC1>[N:12]1([C:6](=[O:10])[C:7]([O:5][C:1]([CH3:4])([CH3:3])[CH3:2])=[O:8])[CH:16]=[CH:15][N:14]=[CH:13]1. Procedure details: 58.5 g (0.79 mol) of tert-butanol are added with stirring at 0° C. under argon to 100 g (0.79 mol) of oxalyl chloride in 1.3 l of THF. After stirring at 0° C for 1 hour, 161 g (2.37 mol) of imidazole in 0.7 l of THF are added dropwise in the course of 60 min. After a further 15 min, the mixture is filtered, the solid is washed with 0.5 l of THF, and the filtrate is concentrated to a volume of 1 l, filtered again, then completely concentrated, allowed to stand overnight at 0° C. under argon and a... Reactants: OC1=CC=C(C(=O)C2=CC=C(CSC3=NC4=CC=CC(=C4C(N3C)=O)C)C=C2)C=C1 (2-[4-(4-hydroxybenzoyl)benzylthio]-3,5-dimethyl-4(3H)-quinazolinone), Cl.ClCCN1CCCC1 (1-(2-chloroethyl)pyrrolidine hydrochloride), C([O-])([O-])=O.[K+].[K+] (potassium carbonate). Run in CN(C)C=O (DMF). Product: Cl.CN1C(=NC2=CC=CC(=C2C1=O)C)SCC1=CC=C(C=C1)C(C1=CC=C(C=C1)OCCN1CCCC1)=O (3,5-Dimethyl-2-[4-[4-(2-pyrrolidinoethoxy)benzoyl]benzylthio]-4(3H)-quinazolinone hydrochloride). Yield: 44.8%. As a reaction SMILES: [OH:1][C:2]1[CH:30]=[CH:29][C:5]([C:6]([C:8]2[CH:28]=[CH:27][C:11]([CH2:12][S:13][C:14]3[N:23]([CH3:24])[C:22](=[O:25])[C:21]4[C:16](=[CH:17][CH:18]=[CH:19][C:20]=4[CH3:26])[N:15]=3)=[CH:10][CH:9]=2)=[O:7])=[CH:4][CH:3]=1.Cl.[Cl:32][CH2:33][CH2:34][N:35]1[CH2:39][CH2:38][CH2:37][CH2:36]1.C(=O)([O-])[O-].[K+].[K+]>CN(C=O)C>[ClH:32].[CH3:24][N:23]1[C:22](=[O:25])[C:21]2[C:16](=[CH:17][CH:18]=[CH:19][C:20]=2[CH3:26])[N:15]=[C:14]1[S:13][CH2:12][C:11]1[CH:27]=[CH:28][C:8]([C:6](=[O:7])[C:5]2[CH:4]=[CH:3][C:2]([O:1][CH2:33][CH2:34][N:35]3[CH2:39][CH2:38][CH2:37][CH2:36]3)=[CH:30][CH:29]=2)=[CH:9][CH:10]=1 |f:1.2,3.4.5,7.8|. Reported procedure: A solution of 2-[4-(4-hydroxybenzoyl)benzylthio]-3,5-dimethyl-4(3H)-quinazolinone (384 mg), 1-(2-chloroethyl)pyrrolidine hydrochloride (181 mg) and potassium carbonate (414 mg) in DMF (5 ml) was stirred at 60° C. for 62 hours. This reaction mixture was concentrated and the residue was dissolved in ethyl acetate, washed with water, and dried. Then, hydrogen chloride/ethyl acetate was added and the precipitated hydrochloride was collected by filtration to provide the title compound as colorless so... Starting materials: S1C=NC(=C1)C=1NC2=C(N1)C=CC(=C2)N (2-Thiazol-4-yl-3H-benzoimidazol-5-ylamine), dibenzimidazole urea, C(=O)(N1C=NC=C1)N1C=NC=C1 (1,1′-carbonyldiimidazole), FC=1C=C(CCN)C=CC1 (3-fluorophenethylamine). Solvent: CN(C=O)C (N,N-dimethylformamide). Reaction conditions: time 2 hour. Product: FC=1C=C(C=CC1)CCNC(=O)NC1=CC2=C(N=C(N2)C=2N=CSC2)C=C1 (1-[2-(3-fluoro-phenyl)-ethyl]-3-(2-thiazol-4-yl-3H-benzoimidazol-5-yl)-urea). Reaction SMILES: [S:1]1[CH:5]=[C:4]([C:6]2[NH:7][C:8]3[CH:14]=[C:13]([NH2:15])[CH:12]=[CH:11][C:9]=3[N:10]=2)[N:3]=[CH:2]1.[C:16]([N:23]1[CH:27]=[CH:26]N=C1)(N1C=CN=C1)=[O:17].[F:28][C:29]1[CH:30]=[C:31]([CH:35]=[CH:36][CH:37]=1)CCN>CN(C)C=O>[F:28][C:29]1[CH:37]=[C:36]([CH2:26][CH2:27][NH:23][C:16]([NH:15][C:13]2[CH:12]=[CH:11][C:9]3[N:10]=[C:6]([C:4]4[N:3]=[CH:2][S:1][CH:5]=4)[NH:7][C:8]=3[CH:14]=2)=[O:17])[CH:35]=[CH:31][CH:30]=1. Reported procedure: A solution of 2-thiazol-4-yl-3H-benzoimidazol-5-ylamine (1-5, 100 mg, 0.46 mmol) in N,N-dimethylformamide (2 mL). The 1,1′-carbonyldiimidazole (CDI, 82 mg, 0.51 mmol) was added in one sum to the solution and was stirred for two hours. The 3-fluorophenethylamine (2-1, 72 uL, 0.56 mmol) was added to the reaction mixture via pipet and stirred to completion by LCMS analysis. The LCMS indicated that the dibenzimidazole urea was the by-product. The reaction mixture was partitioned between ethyl acetat... Starting materials: C(C1=CC=CC=C1)OC1=CC=C(C=C1)C(=C(C1=CC=CC=C1)Cl)C1=CC=C(C=C1)OCCCCCl (1-(4-benzyloxyphenyl)-1-(4-(4-chlorobutyloxy)phenyl)-2-chloro-2-phenyl ethylene), [H][H] (hydrogen). The reagents and catalysts are [Pd] (palladium-on-carbon). Solvent: C(C)(=O)OCC (ethyl acetate). Conditions: time 1.5 hour. Yields the product OC1=CC=C(C=C1)C(=C(C1=CC=CC=C1)Cl)C1=CC=C(C=C1)OCCCCCl (1-(4-hydroxyphenyl)-1-(4-(4-chlorobutyloxy)phenyl)-2-chloro-2-phenyl ethylene). As a reaction SMILES: C([O:8][C:9]1[CH:14]=[CH:13][C:12]([C:15]([C:24]2[CH:29]=[CH:28][C:27]([O:30][CH2:31][CH2:32][CH2:33][CH2:34][Cl:35])=[CH:26][CH:25]=2)=[C:16]([Cl:23])[C:17]2[CH:22]=[CH:21][CH:20]=[CH:19][CH:18]=2)=[CH:11][CH:10]=1)C1C=CC=CC=1.[H][H]>[Pd].C(OCC)(=O)C>[OH:8][C:9]1[CH:14]=[CH:13][C:12]([C:15]([C:24]2[CH:25]=[CH:26][C:27]([O:30][CH2:31][CH2:32][CH2:33][CH2:34][Cl:35])=[CH:28][CH:29]=2)=[C:16]([Cl:23])[C:17]2[CH:22]=[CH:21][CH:20]=[CH:19][CH:18]=2)=[CH:11][CH:10]=1. Procedure: Combine 1-(4-benzyloxyphenyl)-1-(4-(4-chlorobutyloxy)phenyl)-2-chloro-2-phenyl ethylene (0.1 g, 0.20 mmol), 5% palladium-on-carbon (30 mg), and ethyl acetate (1.5 mL). Treat with hydrogen at atmospheric pressure. After 1.5 hours, filter using a 0.45 micron membrane. Concentrate the filtrate in vacuo to give 1-(4-hydroxyphenyl)-1-(4-(4-chlorobutyloxy)phenyl)-2-chloro-2-phenyl ethylene. Starting materials: CCCC(=O)Nc1cc(C(=O)OCC)ccc1[N+](=O)[O-], CN(C)C=O, CCOC(C)=O, CC(C)I, Cl, [H-], [Na+]. The product is CCOC(=O)c1ccc([N+](=O)[O-])c(NC(=O)CCCC(C)C)c1. As a reaction SMILES: [C:1]([CH2:2][CH2:3][CH3:4])(=[O:5])[NH:6][c:7]1[cH:8][c:9]([C:10](=[O:11])[O:12][CH2:13][CH3:14])[cH:15][cH:16][c:17]1[N+:18](=[O:19])[O-:20].[CH3:28][N:29]([CH3:30])[CH:31]=[O:32].[CH3:33][CH2:34][O:35][C:36](=[O:37])[CH3:38].[CH:23]([CH3:24])([CH3:25])[I:26].[ClH:27].[H-:21].[Na+:22]>>[C:1]([CH2:2][CH2:3][CH2:4][CH:23]([CH3:24])[CH3:25])(=[O:5])[NH:6][c:7]1[cH:8][c:9]([C:10](=[O:11])[O:12][CH2:13][CH3:14])[cH:15][cH:16][c:17]1[N+:18](=[O:19])[O-:20].